Task: describe an organic reaction: reactants, conditions, products, and yield. Dataset: the Open Reaction Database (ORD), a public repository of structured organic reaction records Starting materials: CC(=O)Cl, [Na+], [Na+], O=C([O-])[O-], Nc1ccc2c(c1)CCC(CN1CCC(O)(c3ccccc3)CC1)C2=O, c1ccccc1. Product: CC(=O)Nc1ccc2c(c1)CCC(CN1CCC(O)(c3ccccc3)CC1)C2=O. RXN SMILES: [CH3:33][C:34]([Cl:35])=[O:36].[Na+:27].[Na+:28].[O-:29][C:30](=[O:31])[O-:32].[c:1]1([C:7]2([OH:26])[CH2:8][CH2:9][N:10]([CH2:13][CH:14]3[C:15](=[O:25])[c:16]4[cH:17][cH:18][c:19]([NH2:24])[cH:20][c:21]4[CH2:22][CH2:23]3)[CH2:11][CH2:12]2)[cH:2][cH:3][cH:4][cH:5][cH:6]1.[cH:37]1[cH:38][cH:39][cH:40][cH:41][cH:42]1>>[c:1]1([C:7]2([OH:26])[CH2:8][CH2:9][N:10]([CH2:13][CH:14]3[C:15](=[O:25])[c:16]4[cH:17][cH:18][c:19]([NH:24][C:34]([CH3:33])=[O:36])[cH:20][c:21]4[CH2:22][CH2:23]3)[CH2:11][CH2:12]2)[cH:2][cH:3][cH:4][cH:5][cH:6]1. Starting materials: CC=1C=C(C=CC1N=O)O (3-methyl-4-nitrosophenol), C1N2CN3CN1CN(C2)C3 (hexamethylenetetramine), FC(C(=O)O)(F)F (trifluoroacetic acid), Cl (hydrochloric acid). Conditions: time 15 minute. The product is OC1=C(C=O)C=C(C(=C1)C)N=O (2-hydroxy-4-methyl-5-nitroso-benzaldehyde). As a reaction SMILES: [CH3:1][C:2]1[CH:3]=[C:4]([OH:10])[CH:5]=[CH:6][C:7]=1[N:8]=[O:9].C1N2CN3CN(C2)CN1C3.Cl.FC(F)(F)[C:24](O)=[O:25]>>[OH:10][C:4]1[CH:3]=[C:2]([CH3:1])[C:7]([N:8]=[O:9])=[CH:6][C:5]=1[CH:24]=[O:25]. Reported procedure: In a 500 mL recovery flask, 5.0 g (36.5 mmol) of 3-methyl-4-nitrosophenol (manufacture by Aldrich Inc.) and 7.63 g (54.7 mmol, 1.5 eq) of hexamethylenetetramine (manufactured by Tokyo Chemical Industry Co., Ltd.) were dissolved in 100 ml of trifluoroacetic acid (manufactured by Kanto Chemical Co., Inc.) and reacted at 95° C. for 10 hours. After the reaction was completed, in an ice bath, 200 ml of 1 N hydrochloric acid was added thereto and the resultant was stirred for 15 minutes. After the sti... The reactants are ClC1=NC(=C2C(=N1)N(N=C2)C)N2CCN(CC2)S(=O)(=O)C (6-Chloro-4-(4-methane sulfonyl-piperazin-1-yl)-1-methyl-1H-pyrazolo[3,4-d]pyrimidine), N1N=C(C2=CC=CC=C12)B1OC(C)(C)C(C)(C)O1 (indazole boronic acid pinacol ester). Yields the product N1N=CC2=C(C=CC=C12)C1=NC(=C2C(=N1)N(N=C2)C)N2CCN(CC2)S(=O)(=O)C (6-(1H-indazol-4-yl)-1-methyl-4-(4-(methylsulfonyl)piperazin-1-yl)-1H-pyrazolo[3,4-d]pyrimidine). Reaction SMILES: Cl[C:2]1[N:7]=[C:6]2[N:8]([CH3:11])[N:9]=[CH:10][C:5]2=[C:4]([N:12]2[CH2:17][CH2:16][N:15]([S:18]([CH3:21])(=[O:20])=[O:19])[CH2:14][CH2:13]2)[N:3]=1.[NH:22]1[C:30]2[C:25](=[CH:26][CH:27]=[CH:28][CH:29]=2)[C:24](B2OC(C)(C)C(C)(C)O2)=[N:23]1>>[NH:22]1[C:30]2[C:25](=[C:26]([C:2]3[N:7]=[C:6]4[N:8]([CH3:11])[N:9]=[CH:10][C:5]4=[C:4]([N:12]4[CH2:17][CH2:16][N:15]([S:18]([CH3:21])(=[O:20])=[O:19])[CH2:14][CH2:13]4)[N:3]=3)[CH:27]=[CH:28][CH:29]=2)[CH:24]=[N:23]1. Reported procedure: 6-Chloro-4-(4-methane sulfonyl-piperazin-1-yl)-1-methyl-1H-pyrazolo[3,4-d]pyrimidine was reacted with indazole boronic acid pinacol ester using General Procedure A. Purification on silica yielded 149. NMR: (DMSO) 2.98 (3H, s), 3.35-3.40 (4H, m), 4.11 (3H, s), 4.18-4.22 (4H, m), 7.48-7.51 (1H, m), 7.70 (1H, d), 8.30 (1H, d), 8.42 (1H, s), 8.95 (1H, s). 13.20 (1H, s). MS: (ESI+) MH+=413 Reactants: ClCCl, COC(=O)C(N)C(C)(C)C, O=C(Cl)Cl, Cl, Cl, c1ccncc1. Product: COC(=O)C(N=C=O)C(C)(C)C. RXN SMILES: [CH2:23]([Cl:24])[Cl:25].[CH3:2][C:3]([CH:4]([NH2:5])[C:6](=[O:7])[O:8][CH3:9])([CH3:10])[CH3:11].[Cl:18][C:19]([Cl:20])=[O:21].[ClH:1].[ClH:22].[cH:12]1[cH:13][cH:14][n:15][cH:16][cH:17]1>>[CH3:2][C:3]([CH:4]([N:5]=[C:19]=[O:21])[C:6](=[O:7])[O:8][CH3:9])([CH3:10])[CH3:11].